Dataset: the Open Reaction Database (ORD), a public repository of structured organic reaction records. Task: describe an organic reaction: reactants, conditions, products, and yield Reactants: ClC=1C=C2C=C(NC2=CC1)C(=O)O (5chloro-1H-indole-2-carboxylic acid), Cl.COC(C(N)C)=O (DL-alanine methyl ester hydrochloride). The product is COC(C(C)NC(=O)C=1NC2=CC=C(C=C2C1)Cl)=O ((+)-2-[(5-Chloro-1H-indole-2-carbonyl)-amino]-proprionic acid methyl ester). Reaction SMILES: [Cl:1][C:2]1[CH:3]=[C:4]2[C:8](=[CH:9][CH:10]=1)[NH:7][C:6]([C:11]([OH:13])=O)=[CH:5]2.Cl.[CH3:15][O:16][C:17](=[O:21])[CH:18]([CH3:20])[NH2:19]>>[CH3:15][O:16][C:17](=[O:21])[CH:18]([NH:19][C:11]([C:6]1[NH:7][C:8]2[C:4]([CH:5]=1)=[CH:3][C:2]([Cl:1])=[CH:10][CH:9]=2)=[O:13])[CH3:20] |f:1.2|. Procedure details: From 5chloro-1H-indole-2-carboxylic acid and DL-alanine methyl ester hydrochloride. The reactants are COC(C)(C)C (MTB), C(C1=CC=CC=C1)O[C@@H]1C(O)O[C@@H]([C@H]([C@@H]1OCC1=CC=CC=C1)OCC1=CC=CC=C1)COCC1=CC=CC=C1 (2,3,4,6-tetra-O-benzyl-mannopyranose), C(C)(C)(C)OC(CBr)=O (bromoacetic acid tert-butyl ester), fine-powder, [OH-].[K+] (potassium hydroxide). Reagents/catalysts: S(=O)(=O)(O)[O-].C(CCC)[N+](CCCC)(CCCC)CCCC (tetrabutylammonium hydrogen sulfate). Run in C(C)OCOCC (diethoxymethane). Reaction conditions: temperature 0 celsius. The product is C(C1=CC=CC=C1)O[C@@H]1C(OCC(=O)O)O[C@@H]([C@H]([C@@H]1OCC1=CC=CC=C1)OCC1=CC=CC=C1)COCC1=CC=CC=C1 (2,3,4,6-Tetra-O-benzyl-1-O-carboxymethyl-mannopyranose). As a reaction SMILES: [CH2:1]([O:8][C@H:9]1[C@@H:15]([O:16][CH2:17][C:18]2[CH:23]=[CH:22][CH:21]=[CH:20][CH:19]=2)[C@H:14]([O:24][CH2:25][C:26]2[CH:31]=[CH:30][CH:29]=[CH:28][CH:27]=2)[C@@H:13]([CH2:32][O:33][CH2:34][C:35]2[CH:40]=[CH:39][CH:38]=[CH:37][CH:36]=2)[O:12][CH:10]1[OH:11])[C:2]1[CH:7]=[CH:6][CH:5]=[CH:4][CH:3]=1.[OH-].[K+].C([O:47][C:48](=[O:51])[CH2:49]Br)(C)(C)C.COC(C)(C)C>S([O-])(O)(=O)=O.C([N+](CCCC)(CCCC)CCCC)CCC.C(OCOCC)C>[CH2:1]([O:8][C@H:9]1[C@@H:15]([O:16][CH2:17][C:18]2[CH:23]=[CH:22][CH:21]=[CH:20][CH:19]=2)[C@H:14]([O:24][CH2:25][C:26]2[CH:27]=[CH:28][CH:29]=[CH:30][CH:31]=2)[C@@H:13]([CH2:32][O:33][CH2:34][C:35]2[CH:36]=[CH:37][CH:38]=[CH:39][CH:40]=2)[O:12][CH:10]1[O:11][CH2:49][C:48]([OH:51])=[O:47])[C:2]1[CH:3]=[CH:4][CH:5]=[CH:6][CH:7]=1 |f:1.2,5.6|. Reported procedure: A mixture that consists of 54.1 g (100 mmol) of 2,3,4,6-tetra-O-benzyl-mannopyranose, 1.70 g (5 mmol) of tetrabutylammonium hydrogen sulfate and 33.7 g (600 mmol) of fine-powder potassium hydroxide in 350 ml of diethoxymethane is cooled to 0° C. At 0° C., 29.3 g (150 mmol) of bromoacetic acid tert-butyl ester is added in drops over 10 minutes while being stirred vigorously. It is stirred for one hour at 0° C. 250 ml of MTB (methyl-tert-butyl ether) is added, solid is filtered out, and the filtra... Reactants: N12CCCCCC2=NCCC1 (1,8-diazabicyclo[5.4.0]-undec-7-ene), C(=O)C1=C(C=C(C(=O)OCC)C=C1)[N+](=O)[O-] (Ethyl 4-formyl-3-nitrobenzoate), C1=CC=C(C=C1)[P+](CC2=CC=CC(=C2)C#N)(C3=CC=CC=C3)C4=CC=CC=C4.[Br-] (3-[(1,1,1-triphenylphosphonio)methyl]benzonitrile bromide). Product: NC=1C=C(C(=O)OCC)C=CC1CCC1=CC(=CC=C1)C#N (ethyl 3-amino-4-[2-(3-cyanophenyl)ethyl]benzoate). Procedure details: Ethyl 4-formyl-3-nitrobenzoate (5.81 g) was dissolved in 70 ml of toluene, then 2.1 ml of 1,8-diazabicyclo[5.4.0]-undec-7-ene and the mixture was stirred at 80° C. for one hour. To the reaction solution, 2.69 g of 3-[(1,1,1-triphenylphosphonio)methyl]benzonitrile bromide was added, and the mixture was stirred at 80° C. for 24 hours. Insoluble matters were filtered out and the filtrate was concentrated in vacuo. The resulting residue was purified by silica gel column chromatography using hexane-e... The solvent is C1(=CC=CC=C1)C (toluene). Yield: 136.0%. Conditions: temperature 80 celsius, time 24 hour. Reaction SMILES: [CH:1]([C:3]1[CH:13]=[CH:12][C:6]([C:7]([O:9][CH2:10][CH3:11])=[O:8])=[CH:5][C:4]=1[N+:14]([O-])=O)=O.N12CCCN=C1CCCCC2.C1C=CC([P+](C2C=CC=CC=2)(C2C=CC=CC=2)[CH2:35][C:36]2[CH:41]=[C:40]([C:42]#[N:43])[CH:39]=[CH:38][CH:37]=2)=CC=1.[Br-]>C1(C)C=CC=CC=1>[NH2:14][C:4]1[CH:5]=[C:6]([CH:12]=[CH:13][C:3]=1[CH2:1][CH2:35][C:36]1[CH:37]=[CH:38][CH:39]=[C:40]([C:42]#[N:43])[CH:41]=1)[C:7]([O:9][CH2:10][CH3:11])=[O:8] |f:2.3|.